This data is from the Open Reaction Database (ORD), a public repository of structured organic reaction records. The task is: describe an organic reaction: reactants, conditions, products, and yield The reactants are 16.1, OCC1CC2=CC=3C(C=4C=CC=CC4OC3C(=C2O1)C)=O (2,3-dihydro-2-hydroxymethyl-11-methyl-5-oxo-5H-furo[3,2-b]xanthene), CC(=O)C (acetone), ice, S(O)(O)(=O)=O (sulfuric acid). The reagents and catalysts are [O-2].[O-2].[O-2].[Cr+6] (chromium trioxide). Run in O (water). Run at time 8 hour. Yields the product CC1=C2C(=CC=3C(C=4C=CC=CC4OC13)=O)CC(O2)C(=O)O (2,3-dihydro-11-methyl-5-oxo-5H-furo[3,2-b]xanthene-2-carboxylic acid). Reaction SMILES: [OH:1][CH2:2][CH:3]1[O:19][C:18]2[C:5](=[CH:6][C:7]3[C:8](=[O:21])[C:9]4[CH:10]=[CH:11][CH:12]=[CH:13][C:14]=4[O:15][C:16]=3[C:17]=2[CH3:20])[CH2:4]1.CC(C)=[O:24].S(=O)(=O)(O)O>[O-2].[O-2].[O-2].[Cr+6].O>[CH3:20][C:17]1[C:16]2[O:15][C:14]3[CH:13]=[CH:12][CH:11]=[CH:10][C:9]=3[C:8](=[O:21])[C:7]=2[CH:6]=[C:5]2[CH2:4][CH:3]([C:2]([OH:24])=[O:1])[O:19][C:18]=12 |f:3.4.5.6|. Procedure details: To an ice-cooled mixture of 16.1 of the 2,3-dihydro-2-hydroxymethyl-11-methyl-5-oxo-5H-furo[3,2-b]xanthene obtained in Example 25 and 3,000 ml of acetone, a mixture of chromium trioxide (57 g), water (280 ml) and concentrated sulfuric acid (84 g) was added dropwise under agitation. The resulting mixture was left to stand overnight and filtered. The filtrate was evaporated to dryness under vacuum. After addition of water, the solid crystal was recovered by filtration, washed with water and dried.... Starting materials: OCCOC=1C(=C2C=CC(OC2=C(C1C)C)(C)COC1=CC=C(CC2C(NC(S2)=O)=O)C=C1)C (5-{4-[6-(2-hydroxyethoxy)-2,5,7,8-tetramethyl-2H-chromen-2-ylmethoxy]benzyl}-thiazolidine-2,4-dione). Reagents/catalysts: [Pd] (palladium on activated carbon). Run in C(C)O (ethanol). Yields the product OCCOC=1C(=C2CCC(OC2=C(C1C)C)(C)COC1=CC=C(CC2C(NC(S2)=O)=O)C=C1)C (5-{4-[6-(2-Hydroxyethoxy)-2,5,7,8-tetramethylchroman-2-ylmethoxy]benzyl}thiazolidine -2,4dione). As a reaction SMILES: [OH:1][CH2:2][CH2:3][O:4][C:5]1[C:6]([CH3:34])=[C:7]2[C:12](=[C:13]([CH3:16])[C:14]=1[CH3:15])[O:11][C:10]([CH2:18][O:19][C:20]1[CH:33]=[CH:32][C:23]([CH2:24][CH:25]3[S:29][C:28](=[O:30])[NH:27][C:26]3=[O:31])=[CH:22][CH:21]=1)([CH3:17])[CH:9]=[CH:8]2>[Pd].C(O)C>[OH:1][CH2:2][CH2:3][O:4][C:5]1[C:6]([CH3:34])=[C:7]2[C:12](=[C:13]([CH3:16])[C:14]=1[CH3:15])[O:11][C:10]([CH2:18][O:19][C:20]1[CH:33]=[CH:32][C:23]([CH2:24][CH:25]3[S:29][C:28](=[O:30])[NH:27][C:26]3=[O:31])=[CH:22][CH:21]=1)([CH3:17])[CH2:9][CH2:8]2. Reported procedure: Following the same procedure as described in Example 41, 0.35 g of 5-{4-[6-(2-hydroxyethoxy)-2,5,7,8-tetramethyl-2H-chromen-2-ylmethoxy]benzyl}-thiazolidine-2,4-dione (prepared as described in Example 40), 0.3 g of 10% w/w palladium on activated carbon and 10 ml of ethanol gave the title compound. Starting materials: CC1=C(C=NC=C1)N1C(NCC1)=O (1-(4-methyl-pyridin-3-yl)-imidazolidin-2-one), BrC1=CC(=C(C=C1)F)C(F)(F)F (4-bromo-1-fluoro-2-trifluoromethyl-benzene), N[C@H]1[C@@H](CCCC1)N (trans-1,2-diamino cyclohexane), P(=O)([O-])([O-])[O-].[K+].[K+].[K+] (potassium phosphate). The reagents and catalysts are [Cu](I)I (copper iodide). The solvent is O1CCOCC1 (1,4-dioxane). Product: FC1=C(C=C(C=C1)N1C(N(CC1)C=1C=NC=CC1C)=O)C(F)(F)F (1-(4-Fluoro-3-trifluoromethyl-phenyl)-3-(4-methyl-pyridin-3-yl)-imidazolidin-2-one). The yield is 60.2%. Reaction SMILES: [CH3:1][C:2]1[CH:7]=[CH:6][N:5]=[CH:4][C:3]=1[N:8]1[CH2:12][CH2:11][NH:10][C:9]1=[O:13].Br[C:15]1[CH:20]=[CH:19][C:18]([F:21])=[C:17]([C:22]([F:25])([F:24])[F:23])[CH:16]=1.N[C@@H]1CCCC[C@H]1N.P([O-])([O-])([O-])=O.[K+].[K+].[K+]>[Cu](I)I.O1CCOCC1>[F:21][C:18]1[CH:19]=[CH:20][C:15]([N:10]2[CH2:11][CH2:12][N:8]([C:3]3[CH:4]=[N:5][CH:6]=[CH:7][C:2]=3[CH3:1])[C:9]2=[O:13])=[CH:16][C:17]=1[C:22]([F:23])([F:24])[F:25] |f:3.4.5.6|. Procedure details: Using the same reaction conditions as in Example 14, 1-(4-methyl-pyridin-3-yl)-imidazolidin-2-one (I-14b: 150 mg, 0.847 mmol) was reacted with 4-bromo-1-fluoro-2-trifluoromethyl-benzene (247 mg, 1.016 mmol), 1,4-dioxane (15 mL), copper iodide (16 mg, 0.0842 mmol), trans-1,2-diamino cyclohexane (0.0289 g, 0.2456 mmol) and potassium phosphate (0.538 g, 2.537 mmol) to afford the crude product. Purification by column chromatography on silica gel (1% MeOH in CHCl3) afforded 173 mg of the product (60.... Starting materials: Cl (hydrochloric acid), [OH-].[Na+] (sodium hydroxide), [N+](=O)([O-])C1=C(C=CC(=C1)C(F)(F)F)Cl (2-nitro-4-(trifluoromethyl)chlorobenzene), O (water). Solvent: CS(=O)C (dimethyl sulfoxide). Conditions: time 8 hour. The product is [N+](=O)([O-])C1=C(C=CC(=C1)C(F)(F)F)O (2-nitro-4-(trifluoromethyl)phenol). RXN SMILES: [OH-:1].[Na+].[N+:3]([C:6]1[CH:11]=[C:10]([C:12]([F:15])([F:14])[F:13])[CH:9]=[CH:8][C:7]=1Cl)([O-:5])=[O:4].O.Cl>CS(C)=O>[N+:3]([C:6]1[CH:11]=[C:10]([C:12]([F:15])([F:14])[F:13])[CH:9]=[CH:8][C:7]=1[OH:1])([O-:5])=[O:4] |f:0.1|. Reported procedure: 87.6 g of finely powdered sodium hydroxide was added in portions over an 8-hour period to a stirred solution of 165.0 g of 2-nitro-4-(trifluoromethyl)chlorobenzene in 220 ml of dimethyl sulfoxide at room temperature. The mixture was allowed to stand overnight, then poured into 1.5 liters of cold water. The resulting mixture was acidified to pH 1 with concentrated hydrochloric acid. An oil formed; it was separated and dissolved in ether. The solution was dried (MgSO4) and stripped of solvent unde...